Dataset: the Open Reaction Database (ORD), a public repository of structured organic reaction records. Task: describe an organic reaction: reactants, conditions, products, and yield The reactants are CN(C)C=O, ClCc1ccc(Cl)cc1, [H-], [Na+], CCOC(=O)C(O)(C(F)(F)F)C(F)(F)F. Product: CCOC(=O)C(OCc1ccc(Cl)cc1)(C(F)(F)F)C(F)(F)F. RXN SMILES: [CH3:27][N:28]([CH3:29])[CH:30]=[O:31].[Cl:18][c:19]1[cH:20][cH:21][c:22]([CH2:23][Cl:24])[cH:25][cH:26]1.[H-:16].[Na+:17].[OH:1][C:2]([C:3](=[O:4])[O:5][CH2:6][CH3:7])([C:8]([F:9])([F:10])[F:11])[C:12]([F:13])([F:14])[F:15]>>[O:1]([C:2]([C:3](=[O:4])[O:5][CH2:6][CH3:7])([C:8]([F:9])([F:10])[F:11])[C:12]([F:13])([F:14])[F:15])[CH2:23][c:22]1[cH:21][cH:20][c:19]([Cl:18])[cH:26][cH:25]1. Solvent: CN(C=O)C (N,N-dimethylformamide), CN(C=O)C (N,N-dimethylformamide), CN(C=O)C (N,N-dimethylformamide). Procedure: To 10 ml of dry N,N-dimethylformamide was added 0.75 g of 55% sodium hydride. The resulting mixture was kept at 0° C. and added dropwise with a solution of 3.2 g of p-phenylbenzyl mercaptan dissolved in 15 ml of N,N-dimethylformamide. After ten minutes passed, the resulting mixture was added dropwise with a solution of 3.2 g of 2-t-butyl-5-chloro-4-methyl-3(2H)-pyridazinone dissolved in 15 ml of N,N-dimethylformamide. After completion of dropwise addition, the resulting mixture was reacted at 80... Reaction SMILES: [H-].[Na+].[C:3]1([C:9]2[CH:16]=[CH:15][C:12]([CH2:13][SH:14])=[CH:11][CH:10]=2)[CH:8]=[CH:7][CH:6]=[CH:5][CH:4]=1.[C:17]([N:21]1[C:26](=[O:27])[C:25]([CH3:28])=[C:24](Cl)[CH:23]=[N:22]1)([CH3:20])([CH3:19])[CH3:18].O>CN(C)C=O>[C:17]([N:21]1[C:26](=[O:27])[C:25]([CH3:28])=[C:24]([S:14][CH2:13][C:12]2[CH:11]=[CH:10][C:9]([C:3]3[CH:4]=[CH:5][CH:6]=[CH:7][CH:8]=3)=[CH:16][CH:15]=2)[CH:23]=[N:22]1)([CH3:20])([CH3:18])[CH3:19] |f:0.1|. Product: C(C)(C)(C)N1N=CC(=C(C1=O)C)SCC1=CC=C(C=C1)C1=CC=CC=C1 (2-t-butyl-4-methyl-5-(p-phenyl-benzylthio)-3(2H)-pyridazinone). Yield: 44.7%. The reactants are [H-].[Na+] (sodium hydride), O (water), C1(=CC=CC=C1)C1=CC=C(CS)C=C1 (p-phenylbenzyl mercaptan), C(C)(C)(C)N1N=CC(=C(C1=O)C)Cl (2-t-butyl-5-chloro-4-methyl-3(2H)-pyridazinone).